This data is from the Open Reaction Database (ORD), a public repository of structured organic reaction records. The task is: describe an organic reaction: reactants, conditions, products, and yield Starting materials: CCCCC(CC(C)C(=O)OCc1ccccc1)C(=O)OCC, CCO. The product is CCCCC(CC(C)C(=O)O)C(=O)OCC. As a reaction SMILES: [CH2:1]([c:2]1[cH:3][cH:4][cH:5][cH:6][cH:7]1)[O:8][C:9]([CH:10]([CH2:11][CH:12]([CH2:13][CH2:14][CH2:15][CH3:16])[C:17](=[O:18])[O:19][CH2:20][CH3:21])[CH3:22])=[O:23].[CH3:24][CH2:25][OH:26]>>[O:8]=[C:9]([CH:10]([CH2:11][CH:12]([CH2:13][CH2:14][CH2:15][CH3:16])[C:17](=[O:18])[O:19][CH2:20][CH3:21])[CH3:22])[OH:23].